This data is from the Open Reaction Database (ORD), a public repository of structured organic reaction records. The task is: describe an organic reaction: reactants, conditions, products, and yield Reactants: CC(C)n1nc(C(=O)c2ccc(OCc3ccccc3)cc2)c2cccc(C(F)(F)F)c21, CCO, CCOCC, CCCCCC, C1=CCCCC1. Yields the product CC(C)n1nc(C(=O)c2ccc(O)cc2)c2cccc(C(F)(F)F)c21. Reaction SMILES: [CH2:1]([c:2]1[cH:3][cH:4][cH:5][cH:6][cH:7]1)[O:8][c:9]1[cH:10][cH:11][c:12]([C:15](=[O:16])[c:17]2[n:18][n:19]([CH:30]([CH3:31])[CH3:32])[c:20]3[c:21]([C:26]([F:27])([F:28])[F:29])[cH:22][cH:23][cH:24][c:25]23)[cH:13][cH:14]1.[CH2:50]([OH:51])[CH3:52].[CH3:33][CH2:34][O:35][CH2:36][CH3:37].[CH3:38][CH2:39][CH2:40][CH2:41][CH2:42][CH3:43].[CH:44]1=[CH:49][CH2:48][CH2:47][CH2:46][CH2:45]1>>[OH:8][c:9]1[cH:10][cH:11][c:12]([C:15](=[O:16])[c:17]2[n:18][n:19]([CH:30]([CH3:31])[CH3:32])[c:20]3[c:21]([C:26]([F:27])([F:28])[F:29])[cH:22][cH:23][cH:24][c:25]23)[cH:13][cH:14]1.